Dataset: the Open Reaction Database (ORD), a public repository of structured organic reaction records. Task: describe an organic reaction: reactants, conditions, products, and yield Starting materials: COP(=O)(C#Cc1c(C(C)C)cc(-c2ccccc2)nc1-c1ccc(F)cc1)CC(O)CC(=O)O, [Li+], C1COCCO1, [OH-]. The product is CC(C)c1cc(-c2ccccc2)nc(-c2ccc(F)cc2)c1C#CP(=O)(O)CC(O)CC(=O)O. RXN SMILES: [F:1][c:2]1[cH:3][cH:4][c:5](-[c:8]2[n:9][c:10](-[c:30]3[cH:31][cH:32][cH:33][cH:34][cH:35]3)[cH:11][c:12]([CH:27]([CH3:28])[CH3:29])[c:13]2[C:14]#[C:15][P:16](=[O:17])([CH2:18][CH:19]([CH2:20][C:21](=[O:22])[OH:23])[OH:24])[O:25][CH3:26])[cH:6][cH:7]1.[Li+:37].[O:38]1[CH2:39][CH2:40][O:41][CH2:42][CH2:43]1.[OH-:36]>>[F:1][c:2]1[cH:3][cH:4][c:5](-[c:8]2[n:9][c:10](-[c:30]3[cH:31][cH:32][cH:33][cH:34][cH:35]3)[cH:11][c:12]([CH:27]([CH3:28])[CH3:29])[c:13]2[C:14]#[C:15][P:16](=[O:17])([CH2:18][CH:19]([CH2:20][C:21](=[O:22])[OH:23])[OH:24])[OH:25])[cH:6][cH:7]1. Reactants: Cc1ccc(-n2nc(C(C)(C)C)cc2NC(=O)c2ccc(C)c(Br)c2)cc1, CC(C)O, CC1(C)OB(c2ccc(C(=O)NCC3CC3)cc2)OC1(C)C, c1ccc(P(c2ccccc2)(c2ccccc2)[Pd](P(c2ccccc2)(c2ccccc2)c2ccccc2)(P(c2ccccc2)(c2ccccc2)c2ccccc2)P(c2ccccc2)(c2ccccc2)c2ccccc2)cc1. Product: Cc1ccc(-n2nc(C(C)(C)C)cc2NC(=O)c2ccc(C)c(-c3ccc(C(=O)NCC4CC4)cc3)c2)cc1. Reaction SMILES: [Br:1][c:2]1[cH:3][c:4]([C:5](=[O:6])[NH:7][c:8]2[cH:9][c:10]([C:20]([CH3:21])([CH3:22])[CH3:23])[n:11][n:12]2-[c:13]2[cH:14][cH:15][c:16]([CH3:19])[cH:17][cH:18]2)[cH:24][cH:25][c:26]1[CH3:27].[CH3:50][CH:51]([OH:52])[CH3:53].[CH:28]1([CH2:31][NH:32][C:33]([c:34]2[cH:35][cH:36][c:37]([B:40]3[O:41][C:42]([CH3:43])([CH3:44])[C:45]([CH3:46])([CH3:47])[O:48]3)[cH:38][cH:39]2)=[O:49])[CH2:29][CH2:30]1.[cH:54]1[cH:55][cH:56][c:57]([P:58]([Pd:59]([P:60]([c:61]2[cH:62][cH:63][cH:64][cH:65][cH:66]2)([c:67]2[cH:68][cH:69][cH:70][cH:71][cH:72]2)[c:73]2[cH:74][cH:75][cH:76][cH:77][cH:78]2)([P:79]([c:80]2[cH:81][cH:82][cH:83][cH:84][cH:85]2)([c:86]2[cH:87][cH:88][cH:89][cH:90][cH:91]2)[c:92]2[cH:93][cH:94][cH:95][cH:96][cH:97]2)[P:98]([c:99]2[cH:100][cH:101][cH:102][cH:103][cH:104]2)([c:105]2[cH:106][cH:107][cH:108][cH:109][cH:110]2)[c:111]2[cH:112][cH:113][cH:114][cH:115][cH:116]2)([c:117]2[cH:118][cH:119][cH:120][cH:121][cH:122]2)[c:123]2[cH:124][cH:125][cH:126][cH:127][cH:128]2)[cH:129][cH:130]1>>[c:2]1(-[c:37]2[cH:36][cH:35][c:34]([C:33]([NH:32][CH2:31][CH:28]3[CH2:29][CH2:30]3)=[O:49])[cH:39][cH:38]2)[cH:3][c:4]([C:5](=[O:6])[NH:7][c:8]2[cH:9][c:10]([C:20]([CH3:21])([CH3:22])[CH3:23])[n:11][n:12]2-[c:13]2[cH:14][cH:15][c:16]([CH3:19])[cH:17][cH:18]2)[cH:24][cH:25][c:26]1[CH3:27]. Starting materials: O=C([O-])[O-], COc1ccccc1-c1c(C)n(C)c2ccc(O)cc12, COC(=O)C(C)(C)Br, CCC(C)=O, [K+], [K+]. Product: COC(=O)C(C)(C)Oc1ccc2c(c1)c(-c1ccccc1OC)c(C)n2C. Reaction SMILES: [C:29](=[O:30])([O-:31])[O-:32].[CH3:1][O:2][c:3]1[c:4](-[c:9]2[c:10]([CH3:20])[n:11]([CH3:19])[c:12]3[cH:13][cH:14][c:15]([OH:18])[cH:16][c:17]23)[cH:5][cH:6][cH:7][cH:8]1.[CH3:21][O:22][C:23]([C:24]([CH3:25])([CH3:26])[Br:27])=[O:28].[CH3:35][C:36]([CH2:37][CH3:38])=[O:39].[K+:33].[K+:34]>>[CH3:1][O:2][c:3]1[c:4](-[c:9]2[c:10]([CH3:20])[n:11]([CH3:19])[c:12]3[cH:13][cH:14][c:15]([O:18][C:24]([C:23]([O:22][CH3:21])=[O:28])([CH3:25])[CH3:26])[cH:16][c:17]23)[cH:5][cH:6][cH:7][cH:8]1. The solvent is C(Cl)(Cl)Cl (CHCl3), O (H2O). As a reaction SMILES: [NH2:1][C:2]1[CH:28]=[CH:27][C:5]([CH2:6][CH:7]([N:18]([CH2:23][C:24]([OH:26])=[O:25])[CH2:19][C:20]([OH:22])=[O:21])[CH2:8][N:9]([CH2:14][C:15]([OH:17])=[O:16])[CH2:10][C:11]([OH:13])=[O:12])=[CH:4][CH:3]=1.C([O-])(O)=O.[Na+].[C:34](Cl)(Cl)=[S:35].C1C=CC(C2C(=O)C3(OC(=O)C4C3=CC=CC=4)OC=2)=CC=1>O.C(Cl)(Cl)Cl>[N:1]([C:2]1[CH:28]=[CH:27][C:5]([CH2:6][CH:7]([N:18]([CH2:19][C:20]([OH:22])=[O:21])[CH2:23][C:24]([OH:26])=[O:25])[CH2:8][N:9]([CH2:10][C:11]([OH:13])=[O:12])[CH2:14][C:15]([OH:17])=[O:16])=[CH:4][CH:3]=1)=[C:34]=[S:35] |f:1.2|. The reactants are C1=CC=C(C=C1)C2=COC3(C2=O)C4=CC=CC=C4C(=O)O3 (fluorescamine), NC1=CC=C(CC(CN(CC(=O)O)CC(=O)O)N(CC(=O)O)CC(=O)O)C=C1 (1-(p-aminobenzyl)ethylenediaminetetraacetic acid), amine, C(=O)(O)[O-].[Na+] (NaHCO3), C(=S)(Cl)Cl (thiophosgene). Yields the product N(=C=S)C1=CC=C(CC(CN(CC(=O)O)CC(=O)O)N(CC(=O)O)CC(=O)O)C=C1 (1-(p-isothiocyanatobenzyl)ethylenediaminetetraacetic acid). Procedure: The precursor 5 (0.33 mmol) was taken up in H2O (10 ml) and stirred rapidly in a 10 ml round bottom flask fitted with an addition funnel. The pH was adjusted to 8.5 with solid NaHCO3 and thiophosgene (42 mg, 0.365 mmol) in CHCl3 (10 ml) was added dropwise. Stirring was continued until the solution tested negative for amine by the fluorescamine method. The aqueous layer was taken to dryness. Purification was done by column chromatography on a 1×30 cm Florisil™ column eluted with acetonitrile:wate... Starting materials: C(=O)([O-])[O-].[K+].[K+] (K2CO3), CC1(OB(OC1(C)C)C=1C=C2C=CNC2=CC1)C (5-(4,4,5,5-tetramethyl-1,3,2-dioxaborolan-2-yl)-1H-indole), ClC1=NSC(=N1)Cl (3,5-dichloro-1,2,4-thiadiazole), O (H2O). The reagents and catalysts are C=1C=CC(=CC1)[P](C=2C=CC=CC2)(C=3C=CC=CC3)[Pd]([P](C=4C=CC=CC4)(C=5C=CC=CC5)C=6C=CC=CC6)([P](C=7C=CC=CC7)(C=8C=CC=CC8)C=9C=CC=CC9)[P](C=1C=CC=CC1)(C=1C=CC=CC1)C=1C=CC=CC1 (Pd(PPh3)4). The solvent is COCCOC (1,2-dimethoxy ethane). Reaction conditions: temperature 85 celsius. The product is ClC1=NSC(=N1)C=1C=C2C=CNC2=CC1 (3-chloro-5-(1H-indol-5-yl)-1,2,4-thiadiazole). Yield: 35.1%. Reaction SMILES: CC1(C)C(C)(C)OB([C:9]2[CH:10]=[C:11]3[C:15](=[CH:16][CH:17]=2)[NH:14][CH:13]=[CH:12]3)O1.[Cl:19][C:20]1[N:24]=[C:23](Cl)[S:22][N:21]=1.O.C([O-])([O-])=O.[K+].[K+]>COCCOC.C1C=CC([P]([Pd]([P](C2C=CC=CC=2)(C2C=CC=CC=2)C2C=CC=CC=2)([P](C2C=CC=CC=2)(C2C=CC=CC=2)C2C=CC=CC=2)[P](C2C=CC=CC=2)(C2C=CC=CC=2)C2C=CC=CC=2)(C2C=CC=CC=2)C2C=CC=CC=2)=CC=1>[Cl:19][C:20]1[N:24]=[C:23]([C:9]2[CH:10]=[C:11]3[C:15](=[CH:16][CH:17]=2)[NH:14][CH:13]=[CH:12]3)[S:22][N:21]=1 |f:3.4.5,^1:42,44,63,82|. Procedure details: To a mixture of 5-(4,4,5,5-tetramethyl-1,3,2-dioxaborolan-2-yl)-1H-indole (2 g, 8.23 mmol, Aldrich) and 3,5-dichloro-1,2,4-thiadiazole (1.27 g, 8.23 mmol, Aldrich) in 1,2-dimethoxy ethane (30 mL)/H2O (10 mL) was added K2CO3 (2.27 g, 16.46 mmol) and Pd(PPh3)4 (0.95 g, 0.82 mmol). N2 gas was purged for 15 min through the mixture. The reaction was heated at reflux at 85° C. for 6 h. The mixture was cooled to RT and quenched with H2O (100 mL) and was extracted with EtOAc (2×100 mL). The organic laye... RXN SMILES: [CH:1]1[C:10]2[CH2:9][CH2:8][CH2:7][CH2:6][C:5]=2[CH:4]=[CH:3][C:2]=1[C:11](=[N:13][OH:14])[CH3:12].[H-].[Na+].[Cl:17][C:18]1[N:19]([C:25]2[CH:30]=[CH:29][CH:28]=[CH:27][C:26]=2[CH2:31]Cl)[C:20](=[O:24])[N:21]([CH3:23])[N:22]=1>CN(C)C=O.C(OCC)(=O)C>[Cl:17][C:18]1[N:19]([C:25]2[CH:30]=[CH:29][CH:28]=[CH:27][C:26]=2[CH2:31][O:14][N:13]=[C:11]([C:2]2[CH:3]=[CH:4][C:5]3[CH2:6][CH2:7][CH2:8][CH2:9][C:10]=3[CH:1]=2)[CH3:12])[C:20](=[O:24])[N:21]([CH3:23])[N:22]=1 |f:1.2|. The reactants are C1=C(C=CC=2CCCCC12)C(C)=NO (1-(5,6,7,8-tetrahydro-2-naphthalenyl)ethanone oxime), [H-].[Na+] (sodium hydride), oil, ClC=1N(C(N(N1)C)=O)C1=C(C=CC=C1)CCl (5-chloro4-[2-(chloromethyl)phenyl]-2,4-dihydro-2-methyl-3H-1,2,4-triazol-3-one). The product is ClC=1N(C(N(N1)C)=O)C1=C(C=CC=C1)CON=C(C)C1=CC=2CCCCC2C=C1 (5-chloro-2,4-dihydro-2-methyl-4-[2-[[[[1-(5,6,7,8-tetrahydro-2-naphthalenyl)ethylidene]amino]oxy]methyl]phenyl]-3H-1,2,4-triazol-3-one). Reported procedure: To a solution of the title compound of Step C (700 mg, 3.7 mmol) in dimethylformamide (10 mL) was added sodium hydride as a 60% oil dispersion (160 mg) followed by the title compound of Step B. The mixture was stirred at room temperature for 4 h and then was diluted with ethyl acetate. The solution was washed with water and then saturated sodium chloride solution. The organic phase was dried (MgSO4) and concentrated under reduced pressure to afford an oil. Chromatography of this oil on silica ge... Run at time 4 hour. The solvent is CN(C=O)C (dimethylformamide), hexanes, C(C)(=O)OCC (ethyl acetate), C(C)(=O)OCC (ethyl acetate). The reactants are N#CCCBr, CC#N, CC(C)(C)OC(=O)NC1CCNCC1. The product is CC(C)(C)OC(=O)NC1CCN(CCC#N)CC1. RXN SMILES: [Br:1][CH2:2][CH2:3][C:4]#[N:5].[CH3:20][C:21]#[N:22].[NH:6]1[CH2:7][CH2:8][CH:9]([NH:12][C:13]([O:14][C:15]([CH3:16])([CH3:17])[CH3:18])=[O:19])[CH2:10][CH2:11]1>>[CH2:2]([CH2:3][C:4]#[N:5])[N:6]1[CH2:7][CH2:8][CH:9]([NH:12][C:13]([O:14][C:15]([CH3:16])([CH3:17])[CH3:18])=[O:19])[CH2:10][CH2:11]1. Reactants: O=C([O-])[O-], CN1CCN(C(=O)c2ccc(CCl)cc2)CC1, Cl, [K+], [K+], CN(C)C=O, Cc1cccc2nc(SCc3ccc(C(=O)c4ccc(O)cc4)cc3)n(C)c(=O)c12. The product is Cl, Cc1cccc2nc(SCc3ccc(C(=O)c4ccc(OCc5ccc(C(=O)N6CCN(C)CC6)cc5)cc4)cc3)n(C)c(=O)c12. As a reaction SMILES: [C:49](=[O:50])([O-:51])[O-:52].[Cl:32][CH2:33][c:34]1[cH:35][cH:36][c:37]([C:38](=[O:39])[N:40]2[CH2:41][CH2:42][N:43]([CH3:46])[CH2:44][CH2:45]2)[cH:47][cH:48]1.[ClH:31].[K+:53].[K+:54].[O:55]=[CH:56][N:57]([CH3:58])[CH3:59].[OH:1][c:2]1[cH:3][cH:4][c:5]([C:6](=[O:7])[c:8]2[cH:9][cH:10][c:11]([CH2:12][S:13][c:14]3[n:15][c:16]4[cH:17][cH:18][cH:19][c:20]([CH3:26])[c:21]4[c:22](=[O:25])[n:23]3[CH3:24])[cH:27][cH:28]2)[cH:29][cH:30]1>>[ClH:32].[O:1]([c:2]1[cH:3][cH:4][c:5]([C:6](=[O:7])[c:8]2[cH:9][cH:10][c:11]([CH2:12][S:13][c:14]3[n:15][c:16]4[cH:17][cH:18][cH:19][c:20]([CH3:26])[c:21]4[c:22](=[O:25])[n:23]3[CH3:24])[cH:27][cH:28]2)[cH:29][cH:30]1)[CH2:33][c:34]1[cH:35][cH:36][c:37]([C:38](=[O:39])[N:40]2[CH2:41][CH2:42][N:43]([CH3:46])[CH2:44][CH2:45]2)[cH:47][cH:48]1.